This data is from the Open Reaction Database (ORD), a public repository of structured organic reaction records. The task is: describe an organic reaction: reactants, conditions, products, and yield Starting materials: FC1=CC=C(CN)C=C1 (4-fluorobenzylamine), ClC=1C2=C(N=C(N1)C1=NC=CN=C1)SC(=C2)Cl (4-chloro-2-(pyrazin-2-yl)-6-chloro-thieno-[2,3-d]-pyrimidine). The product is N1=C(C=NC=C1)C=1N=C(C2=C(N1)SC(=C2)Cl)NCC2=CC=C(C=C2)F (2-(pyrazin-2-yl)-4-(4-fluorobenzylamino)-6-chloro-thieno-[2,3-d]-pyrimidine). RXN SMILES: [F:1][C:2]1[CH:9]=[CH:8][C:5]([CH2:6][NH2:7])=[CH:4][CH:3]=1.Cl[C:11]1[C:12]2[CH:25]=[C:24]([Cl:26])[S:23][C:13]=2[N:14]=[C:15]([C:17]2[CH:22]=[N:21][CH:20]=[CH:19][N:18]=2)[N:16]=1>>[N:18]1[CH:19]=[CH:20][N:21]=[CH:22][C:17]=1[C:15]1[N:16]=[C:11]([NH:7][CH2:6][C:5]2[CH:8]=[CH:9][C:2]([F:1])=[CH:3][CH:4]=2)[C:12]2[CH:25]=[C:24]([Cl:26])[S:23][C:13]=2[N:14]=1. Procedure details: With the procedure of Example 1, the reaction of 4-fluorobenzylamine with 4-chloro-2-(pyrazin-2-yl)-6-chloro-thieno-[2,3-d]-pyrimidine yields 2-(pyrazin-2-yl)-4-(4-fluorobenzylamino)-6-chloro-thieno-[2,3-d]-pyrimidine.